describe an organic reaction: reactants, conditions, products, and yield From a dataset of the Open Reaction Database (ORD), a public repository of structured organic reaction records. Reactants: BrC1=C(C=CC=C1)I (1-bromo-2-iodobenzene), COC(C1=CC(=CC=C1)CN(C(C#CC1=CC=CC=C1)=O)C1=CC=CC=C1)=O (3-{[phenyl-(3-phenyl propynoyl)-amino]-methyl}-benzoic acid methyl ester). Product: COC(C1=CC(=CC=C1)CN1C(/C(/C2=CC=CC=C12)=C(\C1=CC=CC=C1)/C1=C(C=CC=C1)Br)=O)=O (3-{3-[1-(2-Bromo-phenyl)-1-phenyl-meth-(E)-ylidene]-2-oxo-2,3-dihydro-indol-1-ylmethyl}-benzoic acid methyl ester). Reaction SMILES: [Br:1][C:2]1[CH:7]=[CH:6][CH:5]=[CH:4][C:3]=1I.[CH3:9][O:10][C:11](=[O:36])[C:12]1[CH:17]=[CH:16][CH:15]=[C:14]([CH2:18][N:19]([C:30]2[CH:35]=[CH:34][CH:33]=[CH:32][CH:31]=2)[C:20](=[O:29])[C:21]#[C:22][C:23]2[CH:28]=[CH:27][CH:26]=[CH:25][CH:24]=2)[CH:13]=1>>[CH3:9][O:10][C:11](=[O:36])[C:12]1[CH:17]=[CH:16][CH:15]=[C:14]([CH2:18][N:19]2[C:30]3[C:35](=[CH:34][CH:33]=[CH:32][CH:31]=3)/[C:21](=[C:22](\[C:3]3[CH:4]=[CH:5][CH:6]=[CH:7][C:2]=3[Br:1])/[C:23]3[CH:24]=[CH:25][CH:26]=[CH:27][CH:28]=3)/[C:20]2=[O:29])[CH:13]=1. Procedure: The title compound was prepared in analogy to Example 5 starting from 1-bromo-2-iodobenzene (commercially available) and 3-{[phenyl-(3-phenyl propynoyl)-amino]-methyl}-benzoic acid methyl ester. 1H NMR (CDCl3, 300 MHz) δppm 8.01 (s, 1H), 7.93 (d, 1H), 7.71 (d, 1H), 7.30-7.53 (m, 11H), 7.04-7.09 (m, 2H), 6.62-7.04 (m, 3H), 6.42 (d, 1H), 6.02 (d, 1H), 4.88-5.05 (m, 2H), 3.91 (s, 3H). The reactants are OBO, Cc1nc(C#Cc2ccnc(Cl)c2)c[nH]1, Fc1cccc(F)c1. Yields the product Cc1nc(C#Cc2ccnc(Cl)c2)cn1-c1ccc(F)cc1F. As a reaction SMILES: [BH:16]([OH:17])[OH:18].[Cl:1][c:2]1[n:3][cH:4][cH:5][c:6]([C:8]#[C:9][c:10]2[n:11][c:12]([CH3:15])[nH:13][cH:14]2)[cH:7]1.[F:19][c:20]1[cH:21][cH:22][cH:23][c:24]([F:26])[cH:25]1>>[Cl:1][c:2]1[n:3][cH:4][cH:5][c:6]([C:8]#[C:9][c:10]2[n:11][c:12]([CH3:15])[n:13](-[c:23]3[cH:22][cH:21][c:20]([F:19])[cH:25][c:24]3[F:26])[cH:14]2)[cH:7]1. The reactants are NC(=S)N1CCC(CC1)C(=O)OCC (ethyl 1-(aminocarbonothioyl)piperidine-4-carboxylate), ClC(C(C)=O)C (3-chloro-2-butanone). Run in CC(C)O (2-propanol). Yields the product CC=1N=C(SC1C)N1CCC(CC1)C(=O)OCC (ethyl 1-(4,5-dimethyl-1,3-thiazol-2-yl)piperidine-4-carboxylate). Isolated yield 94.5%. Reaction SMILES: [NH2:1][C:2]([N:4]1[CH2:9][CH2:8][CH:7]([C:10]([O:12][CH2:13][CH3:14])=[O:11])[CH2:6][CH2:5]1)=[S:3].Cl[CH:16]([CH3:20])[C:17](=O)[CH3:18]>CC(O)C>[CH3:20][C:16]1[N:1]=[C:2]([N:4]2[CH2:9][CH2:8][CH:7]([C:10]([O:12][CH2:13][CH3:14])=[O:11])[CH2:6][CH2:5]2)[S:3][C:17]=1[CH3:18]. Procedure: A mixture of ethyl 1-(aminocarbonothioyl)piperidine-4-carboxylate (5.85 g), 3-chloro-2-butanone (5.75 g) and 2-propanol (100 mL) was heated under reflux for 15 hrs, and concentrated. Ethyl acetate was added to the residue. The ethyl acetate layer was washed successively with saturated aqueous sodium hydrogen carbonate and saturated brine, dried ver anhydrous magnesium sulfate and concentrated. The residue was subjected to silica gel column chromatography and eluted with ethyl acetate-hexane (1:4... Starting materials: ClC1=CC=C(C=C1)C=1N(C(=C(N1)C(=O)OCC)C)C1=C(C=C(C=C1)Cl)Cl (Ethyl 2-(4-chlorophenyl)-1-(2,4-dichlorophenyl)-5-methyl-1H-imidazole-4-carboxylate), [Li+].[OH-] (LiOH), O=S(Cl)Cl (SOCl2). The solvent is O.C1CCOC1 (H2O THF). Conditions: temperature 50 celsius, time 1 hour. The product is ClC1=CC=C(C=C1)C=1N(C(=C(N1)C(=O)Cl)C)C1=C(C=C(C=C1)Cl)Cl (2-(4-chlorophenyl)-1-(2,4-dichlorophenyl)-5-methyl-1H-imidazole-4-carbonyl chloride). RXN SMILES: [Cl:1][C:2]1[CH:7]=[CH:6][C:5]([C:8]2[N:9]([C:19]3[CH:24]=[CH:23][C:22]([Cl:25])=[CH:21][C:20]=3[Cl:26])[C:10]([CH3:18])=[C:11]([C:13]([O:15]CC)=O)[N:12]=2)=[CH:4][CH:3]=1.[Li+].[OH-].O=S(Cl)[Cl:31]>O.C1COCC1>[Cl:1][C:2]1[CH:7]=[CH:6][C:5]([C:8]2[N:9]([C:19]3[CH:24]=[CH:23][C:22]([Cl:25])=[CH:21][C:20]=3[Cl:26])[C:10]([CH3:18])=[C:11]([C:13]([Cl:31])=[O:15])[N:12]=2)=[CH:4][CH:3]=1 |f:1.2,4.5|. Reported procedure: Part B: Ethyl 2-(4-chlorophenyl)-1-(2,4-dichlorophenyl)-5-methyl-1H-imidazole-4-carboxylate (0.250 gram, 0.61 mmol) and LiOH (0.052 gram, 2.17 mmol) are dissolved in H2O/THF (1:1 (v/v); 50 mL) and stirred at 50° C. for one hour. The mixture is concentrated to give crude 2-(4-chlorophenyl)-1-(2,4-dichlorophenyl)-5-methyl-1H-imidazole-4-carboxylic acid. To this mixture is added SOCl2 (50 mL) and the resulting mixture is heated at reflux temperature for 1 hour. The mixture is concentrated to give 2... The reactants are ClC=1C=[N+](C=C(C1Cl)Cl)[O-] (3,4,5-trichloro-1-oxido-pyridin-1-ium), O.[SH-].[Na+] (sodium hydrosulfide hydrate). The product is ClC=1C=[N+](C=C(C1S)Cl)[O-] (3,5-dichloro-1-oxido-pyridin-1-ium-4-thiol), solid. Yield: 70.0%. Reaction SMILES: [Cl:1][C:2]1[CH:3]=[N+:4]([O-:10])[CH:5]=[C:6]([Cl:9])[C:7]=1Cl.O.[SH-:12].[Na+]>>[Cl:1][C:2]1[CH:3]=[N+:4]([O-:10])[CH:5]=[C:6]([Cl:9])[C:7]=1[SH:12] |f:1.2.3|. Procedure details: Prepared according to the procedure described for example 17 from 3,4,5-trichloro-1-oxido-pyridin-1-ium (0.75 g, 3.8 mmol) and sodium hydrosulfide hydrate (0.38 g, 4.57 mmol). The title compound was obtained as a brown solid (0.52 g, 70% yield). 1H NMR (400 MHz, d6-DMSO) δ: 7.89 (2H, s). MS m/z: 195.9 [M+H]+. Reaction SMILES: [C:8]([NH2:9])(=[O:10])[c:11]1[cH:12][n:13][c:14]2[c:15]([CH3:58])[cH:16][c:17]([S:30](=[O:31])(=[O:32])[c:33]3[cH:34][c:35]([C:36](=[O:37])[NH:38][c:39]4[cH:40][cH:41][c:42]([CH2:43][CH2:44][NH:45][C:46](=[O:47])[O:48][C:49]([CH3:50])([CH3:51])[CH3:52])[cH:53][cH:54]4)[cH:55][cH:56][cH:57]3)[cH:18][c:19]2[c:20]1[NH:21][c:22]1[cH:23][c:24]([O:28][CH3:29])[cH:25][cH:26][cH:27]1.[Cl:59][CH2:60][Cl:61].[F:1][C:2]([F:3])([F:4])[C:5]([OH:6])=[O:7]>>[C:8]([NH2:9])(=[O:10])[c:11]1[cH:12][n:13][c:14]2[c:15]([CH3:58])[cH:16][c:17]([S:30](=[O:31])(=[O:32])[c:33]3[cH:34][c:35]([C:36](=[O:37])[NH:38][c:39]4[cH:40][cH:41][c:42]([CH2:43][CH2:44][NH2:45])[cH:53][cH:54]4)[cH:55][cH:56][cH:57]3)[cH:18][c:19]2[c:20]1[NH:21][c:22]1[cH:23][c:24]([O:28][CH3:29])[cH:25][cH:26][cH:27]1. Starting materials: COc1cccc(Nc2c(C(N)=O)cnc3c(C)cc(S(=O)(=O)c4cccc(C(=O)Nc5ccc(CCNC(=O)OC(C)(C)C)cc5)c4)cc23)c1, ClCCl, O=C(O)C(F)(F)F. Yields the product COc1cccc(Nc2c(C(N)=O)cnc3c(C)cc(S(=O)(=O)c4cccc(C(=O)Nc5ccc(CCN)cc5)c4)cc23)c1. Starting materials: C1CCOC1, CC1(c2cccc(P(c3ccccc3)c3ccccc3)c2)OCCO1, O, Cc1ccc(S(=O)(=O)O)cc1. Yields the product CC(=O)c1cccc(P(c2ccccc2)c2ccccc2)c1. As a reaction SMILES: [CH2:37]1[O:38][CH2:39][CH2:40][CH2:41]1.[CH3:1][C:2]1([c:7]2[cH:8][c:9]([P:13]([c:14]3[cH:15][cH:16][cH:17][cH:18][cH:19]3)[c:20]3[cH:21][cH:22][cH:23][cH:24][cH:25]3)[cH:10][cH:11][cH:12]2)[O:3][CH2:6][CH2:5][O:4]1.[OH2:42].[c:26]1([CH3:27])[cH:28][cH:29][c:30]([S:31]([OH:32])(=[O:33])=[O:34])[cH:35][cH:36]1>>[CH3:1][C:2](=[O:3])[c:7]1[cH:8][c:9]([P:13]([c:14]2[cH:15][cH:16][cH:17][cH:18][cH:19]2)[c:20]2[cH:21][cH:22][cH:23][cH:24][cH:25]2)[cH:10][cH:11][cH:12]1.